From a dataset of the Open Reaction Database (ORD), a public repository of structured organic reaction records. describe an organic reaction: reactants, conditions, products, and yield The reactants are O=C(c1ncc[nH]1)c1ncc[nH]1, O=CO, COC(=O)CCC(C)=CCc1c(N)c2c(c(C)c1OC)COC2=O, O. The product is COC(=O)CCC(C)=CCc1c(NC=O)c2c(c(C)c1OC)COC2=O. As a reaction SMILES: [C:25](=[O:26])([c:27]1[nH:28][cH:29][cH:30][n:31]1)[c:32]1[nH:33][cH:34][cH:35][n:36]1.[CH:38]([OH:39])=[O:40].[NH2:1][c:2]1[c:3]2[c:7]([c:8]([CH3:23])[c:9]([O:21][CH3:22])[c:10]1[CH2:11][CH:12]=[C:13]([CH2:14][CH2:15][C:16](=[O:17])[O:18][CH3:19])[CH3:20])[CH2:6][O:5][C:4]2=[O:24].[OH2:37]>>[NH:1]([c:2]1[c:3]2[c:7]([c:8]([CH3:23])[c:9]([O:21][CH3:22])[c:10]1[CH2:11][CH:12]=[C:13]([CH2:14][CH2:15][C:16](=[O:17])[O:18][CH3:19])[CH3:20])[CH2:6][O:5][C:4]2=[O:24])[CH:25]=[O:26].